This data is from the Open Reaction Database (ORD), a public repository of structured organic reaction records. The task is: describe an organic reaction: reactants, conditions, products, and yield The reactants are CC1(C(C1C=CC(=O)OCCC)C(=O)O)C (2,2-dimethyl-3-(3-propoxy-3-oxo-1-propenyl)-cyclopropane-carboxylic acid), C(#N)C(O)C1=CC=C(C=C1)C(C1=CC=CC=C1)=O ((RS) cyano-(4-benzoyl-phenyl)-methanol). Yields the product CC1(C(C1C=CC(=O)OCCC)C(=O)O)C (2,2-dimethyl-3-(3-propoxy-3-oxo-1-propenyl)-cyclopropane-carboxylic acid), CC1(C(C1C=CC(=O)OC)C(=O)[O-])C (2,2-dimethyl-3-(3-methoxy-3-oxo-1-propenyl)-cyclopropane-carboxylate). RXN SMILES: [CH3:1][C:2]1([CH3:16])[CH:4]([CH:5]=[CH:6][C:7]([O:9][CH2:10][CH2:11][CH3:12])=[O:8])[CH:3]1[C:13]([OH:15])=[O:14].C(C(C1C=CC(C(=O)C2C=CC=CC=2)=CC=1)O)#N>>[CH3:16][C:2]1([CH3:1])[CH:4]([CH:5]=[CH:6][C:7]([O:9][CH2:10][CH2:11][CH3:12])=[O:8])[CH:3]1[C:13]([OH:15])=[O:14].[CH3:1][C:2]1([CH3:16])[CH:4]([CH:5]=[CH:6][C:7]([O:9][CH3:10])=[O:8])[CH:3]1[C:13]([O-:15])=[O:14]. Procedure details: Using the procedure of Example 9, (1R, cis, ΔZ) 2,2-dimethyl-3-(3-methoxy-3-oxo-1-propenyl)-cyclopropane-carboxylic acid and (RS) cyano-(4-benzoyl-phenyl)-methanol were reacted to obtain (RS) cyano (4-benzoyl-phenyl)-methyl (1R, cis, ΔZ) 2,2-dimethyl-3-(3-methoxy-3-oxo-1-propenyl)-cyclopropane-carboxylate. Reactants: C(C1=CC=CC=C1)N(CC1=CC=CC=C1)[C@H](C=O)CC ((S)-2-(N,N-Dibenzylamino)-butyraldehyde), BrCCCCCCCCCCCCCC (1-bromotetradecane). Product: C(C1=CC=CC=C1)N(CC1=CC=CC=C1)[C@@H](CC)[C@@H](CCCCCCCCCCCCCC)O ((3S,4R)-3-(N,N-Dibenzylamino)4octadecanol), oil. Yield: 47.0%. RXN SMILES: [CH2:1]([N:8]([C@@H:16]([CH2:19][CH3:20])[CH:17]=[O:18])[CH2:9][C:10]1[CH:15]=[CH:14][CH:13]=[CH:12][CH:11]=1)[C:2]1[CH:7]=[CH:6][CH:5]=[CH:4][CH:3]=1.Br[CH2:22][CH2:23][CH2:24][CH2:25][CH2:26][CH2:27][CH2:28][CH2:29][CH2:30][CH2:31][CH2:32][CH2:33][CH2:34][CH3:35]>>[CH2:9]([N:8]([C@H:16]([C@H:17]([OH:18])[CH2:35][CH2:34][CH2:33][CH2:32][CH2:31][CH2:30][CH2:29][CH2:28][CH2:27][CH2:26][CH2:25][CH2:24][CH2:23][CH3:22])[CH2:19][CH3:20])[CH2:1][C:2]1[CH:7]=[CH:6][CH:5]=[CH:4][CH:3]=1)[C:10]1[CH:15]=[CH:14][CH:13]=[CH:12][CH:11]=1. Procedure: According to the method of Example 26, from aldehyde 6 (660 mg, 2.47 mmol) and 1-bromotetradecane (1.71 g, 6.17 mmol), alcohol 53 was obtained as a colorless oil (535 mg, 47% yield). Reactants: C(C1=CC=CC=C1)N[C@@H](CCC(=O)O)C(=O)O (N-Benzyl-glutamic acid). The solvent is O (water). Product: C(C1=CC=CC=C1)N1[C@H](C(=O)O)CCC1=O (N-benzyl-5-oxo-proline). The yield is 98.9%. RXN SMILES: [CH2:1]([NH:8][C@H:9]([C:15]([OH:17])=[O:16])[CH2:10][CH2:11][C:12](O)=[O:13])[C:2]1[CH:7]=[CH:6][CH:5]=[CH:4][CH:3]=1>O>[CH2:1]([N:8]1[C:12](=[O:13])[CH2:11][CH2:10][C@H:9]1[C:15]([OH:17])=[O:16])[C:2]1[CH:7]=[CH:6][CH:5]=[CH:4][CH:3]=1. Procedure details: N-Benzyl-glutamic acid (35 g) was dissolved in 300 ml of water and refluxed for 15 hours. The solution was extracted with methylene chloride, washed with brine, dried over sodium sulfate and concentrated to yield 32 g of N-benzyl-5-oxo-proline. The acid (55.25 mmoles, 12.1 g) was dissolved in 15 ml of DMF and 30 ml acetonitrile. The solution was cooled to -25° C. Oxalyl chloride (5.0 ml) in 10 ml acetonitrile was added. The solution was stirred vigorously for 30 minutes. A solution of t-butanol ... Reactants: CC(C)c1ccc(C(C)C)c(N)c1, CC(C)c1ccc(N)c(C(C)C)c1. Product: CC(C)c1ccccc1N. RXN SMILES: [CH:14]([c:15]1[cH:16][cH:17][c:18]([CH:19]([CH3:20])[CH3:21])[cH:22][c:23]1[NH2:24])([CH3:25])[CH3:26].[CH:1]([CH3:2])([CH3:3])[c:4]1[c:5]([NH2:6])[cH:7][cH:8][c:9]([CH:11]([CH3:12])[CH3:13])[cH:10]1>>[CH:1]([CH3:2])([CH3:3])[c:4]1[c:5]([NH2:6])[cH:7][cH:8][cH:9][cH:10]1. Reactants: CN(c1cc(C(=O)O)cc(-c2nnc(C(C)(Cc3ccccc3)NC(=O)OC(C)(C)C)o2)c1)S(C)(=O)=O, CCI. The product is CCN(c1cc(C(=O)O)cc(-c2nnc(C(C)(Cc3ccccc3)NC(=O)OC(C)(C)C)o2)c1)S(C)(=O)=O. Reaction SMILES: [C:1]([CH3:2])([CH3:3])([CH3:4])[O:5][C:6](=[O:7])[NH:8][C:9]([CH2:10][c:11]1[cH:12][cH:13][cH:14][cH:15][cH:16]1)([CH3:17])[c:18]1[n:19][n:20][c:21](-[c:23]2[cH:24][c:25]([C:26](=[O:27])[OH:28])[cH:29][c:30]([N:32]([S:33](=[O:34])(=[O:35])[CH3:36])[CH3:37])[cH:31]2)[o:22]1.[CH2:38]([I:39])[CH3:40]>>[C:1]([CH3:2])([CH3:3])([CH3:4])[O:5][C:6](=[O:7])[NH:8][C:9]([CH2:10][c:11]1[cH:12][cH:13][cH:14][cH:15][cH:16]1)([CH3:17])[c:18]1[n:19][n:20][c:21](-[c:23]2[cH:24][c:25]([C:26](=[O:27])[OH:28])[cH:29][c:30]([N:32]([S:33](=[O:34])(=[O:35])[CH3:36])[CH2:37][CH3:38])[cH:31]2)[o:22]1.